Dataset: the Open Reaction Database (ORD), a public repository of structured organic reaction records. Task: describe an organic reaction: reactants, conditions, products, and yield The reactants are C1(=C(C=CC=C1)CN1C=C(C(C2=NC=C(C=C12)Br)=O)C(=O)OCC)C1=CC=CC=C1 (ethyl 1-(biphenyl-2-ylmethyl)-7-bromo-4-oxo-1,4-dihydro-1,5-naphthyridine-3-carboxylate), [Mg+2].[Cl-].C[Zn+].[Cl-].[Cl-] (methylzincchloride magnesium), C1(CCCCC1)P(C1=C(C=CC=C1)C1=C(C=CC=C1OC)OC)C1CCCCC1 (2-dicyclohexylphosphino-2′,6′-dimethoxybiphenyl). Reagents/catalysts: C(C)(=O)[O-].[Pd+2].C(C)(=O)[O-] (palladium(II) acetate). The solvent is O1CCCC1 (tetrahydrofuran), O1CCCC1 (tetrahydrofuran), O1CCCC1 (tetrahydrofuran). Conditions: temperature 55 celsius, time 5 minute. The product is C1(=C(C=CC=C1)CN1C=C(C(C2=NC=C(C=C12)C)=O)C(=O)OCC)C1=CC=CC=C1 (ethyl 1-(biphenyl-2-ylmethyl)-7-methyl-4-oxo-1,4-dihydro-1,5-naphthyridine-3-carboxylate). Isolated yield 33.5%. As a reaction SMILES: [CH:1]1(P(C2CCCCC2)C2C=CC=CC=2C2C(OC)=CC=CC=2OC)CCCCC1.[C:30]1([C:54]2[CH:59]=[CH:58][CH:57]=[CH:56][CH:55]=2)[CH:35]=[CH:34][CH:33]=[CH:32][C:31]=1[CH2:36][N:37]1[C:46]2[C:41](=[N:42][CH:43]=[C:44](Br)[CH:45]=2)[C:40](=[O:48])[C:39]([C:49]([O:51][CH2:52][CH3:53])=[O:50])=[CH:38]1.[Mg+2].[Cl-].C[Zn+].[Cl-].[Cl-]>O1CCCC1.C([O-])(=O)C.[Pd+2].C([O-])(=O)C>[C:30]1([C:54]2[CH:59]=[CH:58][CH:57]=[CH:56][CH:55]=2)[CH:35]=[CH:34][CH:33]=[CH:32][C:31]=1[CH2:36][N:37]1[C:46]2[C:41](=[N:42][CH:43]=[C:44]([CH3:1])[CH:45]=2)[C:40](=[O:48])[C:39]([C:49]([O:51][CH2:52][CH3:53])=[O:50])=[CH:38]1 |f:2.3.4.5.6,8.9.10|. Procedure: Another 2-neck 50 mL round bottom flask was charged with palladium(II) acetate (67.4 mg, 0.3 mmol) and 2-dicyclohexylphosphino-2′,6′-dimethoxybiphenyl (246 mg, 0.6 mmol) at room temperature under a nitrogen atmosphere. Then, it was dissolved in tetrahydrofuran (2 mL). After 5 minutes, a solution of ethyl 1-(biphenyl-2-ylmethyl)-7-bromo-4-oxo-1,4-dihydro-1,5-naphthyridine-3-carboxylate (695 mg, 1.5 mmol) in tetrahydrofuran (5 mL) was added, followed by the above prepared white suspension of methy... Reactants: FC(F)(F)SC1=CC=C(C=C1)O (4-trifluoromethylsulfanyl-phenol), CN(C(=O)Cl)C1=CC=CC=C1 (N-methyl-N-phenylcarbamoyl chloride), crude product. The product is FC(F)(F)SC1=CC=C(C=C1)OC(N(C1=CC=CC=C1)C)=O (Methyl-phenyl-carbamic acid 4-trifluoromethylsulfanyl-phenyl ester). Reaction SMILES: [F:1][C:2]([S:5][C:6]1[CH:11]=[CH:10][C:9]([OH:12])=[CH:8][CH:7]=1)([F:4])[F:3].[CH3:13][N:14]([C:18]1[CH:23]=[CH:22][CH:21]=[CH:20][CH:19]=1)[C:15](Cl)=[O:16]>>[F:1][C:2]([S:5][C:6]1[CH:11]=[CH:10][C:9]([O:12][C:15](=[O:16])[N:14]([CH3:13])[C:18]2[CH:23]=[CH:22][CH:21]=[CH:20][CH:19]=2)=[CH:8][CH:7]=1)([F:4])[F:3]. Procedure: The title compound was prepared from 4-trifluoromethylsulfanyl-phenol and N-methyl-N-phenylcarbamoyl chloride. The crude product was subjected to preparative HPLC (70%, clear oil). HPLC-MS m/z=328.0 (M+1), Rt: 5.16 min. Starting materials: NC1=C(C=C(C=C1)N1C=NC=C1)N1C=NC(=C1C)C(=O)OCC (1-(2-amino-5-(1-imidazolyl)phenyl)-4-ethoxycarbonyl-5-methyl-1H-imidazole), C(=O)(N1C=NC=C1)N1C=NC=C1 (1,1'-carbonyldiimidazole). Solvent: ClC1=C(C=CC=C1)Cl (1,2-dichlorobenzene). Run at temperature 180 celsius, time 16 hour. Yields the product C(C)OC(=O)C=1N=C2N(C3=CC(=CC=C3NC2=O)N2C=NC=C2)C1C (2-Ethoxycarbonyl-8-(1-imidazolyl)-I -methylimidazo[1,2-a]quinoxalin-4(5H)-one). Yield: 37.1%. As a reaction SMILES: [NH2:1][C:2]1[CH:7]=[CH:6][C:5]([N:8]2[CH:12]=[CH:11][N:10]=[CH:9]2)=[CH:4][C:3]=1[N:13]1[C:17]([CH3:18])=[C:16]([C:19]([O:21][CH2:22][CH3:23])=[O:20])[N:15]=[CH:14]1.[C:24](N1C=CN=C1)(N1C=CN=C1)=[O:25]>ClC1C=CC=CC=1Cl>[CH2:22]([O:21][C:19]([C:16]1[N:15]=[C:14]2[C:24](=[O:25])[NH:1][C:2]3[C:3](=[CH:4][C:5]([N:8]4[CH:12]=[CH:11][N:10]=[CH:9]4)=[CH:6][CH:7]=3)[N:13]2[C:17]=1[CH3:18])=[O:20])[CH3:23]. Procedure: A mixture of 1-(2-amino-5-(1-imidazolyl)phenyl)-4-ethoxycarbonyl-5-methyl-1H-imidazole (1.0 g, 3.2 mmol), 1,1'-carbonyldiimidazole (2.6 g, 16.0 mmol) in 1,2-dichlorobenzene (50 ml) was stirred at 180° C. for 16 h under N2. The precipitate was filtered off and submitted to flash chromatography on silica gel 60 eluting with dichloromethane/methanol (4:1) to give 400 mg (37%) of the title compound. M.p. >250° C. Reactants: C1CCOC1, CCCCCCC(C)Oc1ccc(-c2ccc(C(=O)OC)cc2)cc1[N+](=O)[O-], CO, Cl, [Li+], [OH-], O, O. Product: CCCCCCC(C)Oc1ccc(-c2ccc(C(=O)O)cc2)cc1[N+](=O)[O-]. As a reaction SMILES: [CH2:35]1[O:36][CH2:37][CH2:38][CH2:39]1.[CH3:1][O:2][C:3](=[O:4])[c:5]1[cH:6][cH:7][c:8](-[c:11]2[cH:12][c:13]([N+:26](=[O:27])[O-:28])[c:14]([O:17][CH:18]([CH2:19][CH2:20][CH2:21][CH2:22][CH2:23][CH3:24])[CH3:25])[cH:15][cH:16]2)[cH:9][cH:10]1.[CH3:29][OH:30].[ClH:34].[Li+:33].[OH-:32].[OH2:31].[OH2:40]>>[O:2]=[C:3]([OH:4])[c:5]1[cH:6][cH:7][c:8](-[c:11]2[cH:12][c:13]([N+:26](=[O:27])[O-:28])[c:14]([O:17][CH:18]([CH2:19][CH2:20][CH2:21][CH2:22][CH2:23][CH3:24])[CH3:25])[cH:15][cH:16]2)[cH:9][cH:10]1. Reactants: BrCC(CO)O (1-bromo-2,3-propanediol), [Li] (Lithium), [Cl-].[NH4+] (Ammonium chloride), N (ammonia), C(C)SC=CCCCCC (1-ethylthio-1-heptene), N (ammonia). The solvent is CCOCC (ether). Run at time 5 minute. Yields the product C(=CCCCCC)SCC(CO)O (3-(1-heptenylthio)-1,2-propanediol). RXN SMILES: [Li].N.C([S:5][CH:6]=[CH:7][CH2:8][CH2:9][CH2:10][CH2:11][CH3:12])C.[Cl-].[NH4+].Br[CH2:16][CH:17]([OH:20])[CH2:18][OH:19]>CCOCC>[CH:6]([S:5][CH2:16][CH:17]([OH:20])[CH2:18][OH:19])=[CH:7][CH2:8][CH2:9][CH2:10][CH2:11][CH3:12] |f:3.4,^1:0|. Procedure details: Lithium (1.61 g., 0.234 eq.) cut into small pieces is added to 150 ml. of dry liquid ammonia with stirring. After 5 minutes, 100 ml. of dry ether is added followed by the dropwise addition of 1-ethylthio-1-heptene (18.6 g., 0.117 moles). At the end of the addition, the blue color of the solution disappears and the reaction mixture is a white milky suspension. Ammonium chloride (6.26 g., 0.117 moles) is added cautiously followed by 1-bromo-2,3-propanediol (19.9 g., 0.128 moles). After stirring fo... Starting materials: C(C)(C)(C)OC(=O)N1C(CN(CC1)S(=O)(=O)C=1N(C2=CC=C(C=C2C1)Cl)S(=O)(=O)C1=CC=CC=C1)CC(=O)OC (4-(tert-butoxycarbonyl)-1-[(5-chloro-1-phenylsulfonylindol-2-yl)sulfonyl]-3-[(methoxycarbonyl)methyl]piperazine), [BH4-].[Li+] (lithium borohydride). Run in O1C(CCC1)CO (tetrahydrofuran - methanol). Run at time 48 hour. The product is ClC=1C=C2C=C(N(C2=CC1)S(=O)(=O)C1=CC=CC=C1)S(=O)(=O)N1CC(N(CC1)C(=O)OC(C)(C)C)CCO (4-[(5-Chloro-1-phenylsulfonyl-indol-2-yl)sulfonyl]-1-(tert-butoxycarbonyl)-2-(2-hydroxyethyl)piperazine). Reaction SMILES: [C:1]([O:5][C:6]([N:8]1[CH2:13][CH2:12][N:11]([S:14]([C:17]2[N:18]([S:27]([C:30]3[CH:35]=[CH:34][CH:33]=[CH:32][CH:31]=3)(=[O:29])=[O:28])[C:19]3[C:24]([CH:25]=2)=[CH:23][C:22]([Cl:26])=[CH:21][CH:20]=3)(=[O:16])=[O:15])[CH2:10][CH:9]1[CH2:36][C:37](OC)=[O:38])=[O:7])([CH3:4])([CH3:3])[CH3:2].[BH4-].[Li+]>O1CCCC1CO>[Cl:26][C:22]1[CH:23]=[C:24]2[C:19](=[CH:20][CH:21]=1)[N:18]([S:27]([C:30]1[CH:31]=[CH:32][CH:33]=[CH:34][CH:35]=1)(=[O:29])=[O:28])[C:17]([S:14]([N:11]1[CH2:12][CH2:13][N:8]([C:6]([O:5][C:1]([CH3:2])([CH3:3])[CH3:4])=[O:7])[CH:9]([CH2:36][CH2:37][OH:38])[CH2:10]1)(=[O:15])=[O:16])=[CH:25]2 |f:1.2|. Reported procedure: In tetrahydrofuran - methanol (10/1, 55 mL) was dissolved 4-(tert-butoxycarbonyl)-1-[(5-chloro-1-phenylsulfonylindol-2-yl)sulfonyl]-3-[(methoxycarbonyl)methyl]piperazine (2.5 g), followed by the addition of lithium borohydride (135 mg). The resulting mixture was stirred for 48 hours. The solvent was distilled off under reduced pressure. Water and chloroform were then added to the reaction mixture and the mixture was separated into layers. The organic layer was dried over anhydrous magnesium sulf... Reactants: CC1(OB(OC1(C)C)C=1C=NN(C1)C1CCNCC1)C (4-[4-(4,4,5,5-tetramethyl-1,3,2-dioxaborolan-2-yl)-1H-pyrazol-1-yl]piperidine), CS(=O)(=O)C=C ((methylsulfonyl)ethene), CCN(C(C)C)C(C)C (DIPEA). Solvent: CN(C)C=O (DMF). Product: CS(=O)(=O)CCN1CCC(CC1)N1N=CC(=C1)B1OC(C(O1)(C)C)(C)C (1-[2-(methylsulfonyl)ethyl]-4-[4-(4,4,5,5-tetramethyl-1,3,2-dioxaborolan-2-yl)-1H-pyrazol-1-yl]piperidine). Yield: 10.8%. RXN SMILES: [CH3:1][C:2]1([CH3:20])[C:6]([CH3:8])([CH3:7])[O:5][B:4]([C:9]2[CH:10]=[N:11][N:12]([CH:14]3[CH2:19][CH2:18][NH:17][CH2:16][CH2:15]3)[CH:13]=2)[O:3]1.[CH3:21][S:22]([CH:25]=[CH2:26])(=[O:24])=[O:23].CCN(C(C)C)C(C)C>CN(C=O)C>[CH3:21][S:22]([CH2:25][CH2:26][N:17]1[CH2:18][CH2:19][CH:14]([N:12]2[CH:13]=[C:9]([B:4]3[O:5][C:6]([CH3:7])([CH3:8])[C:2]([CH3:20])([CH3:1])[O:3]3)[CH:10]=[N:11]2)[CH2:15][CH2:16]1)(=[O:24])=[O:23]. Procedure details: A solution of 4-[4-(4,4,5,5-tetramethyl-1,3,2-dioxaborolan-2-yl)-1H-pyrazol-1-yl]piperidine (500 mg, 1.80 mmol), (methylsulfonyl)ethene (212 mg, 1.99 mmol), and DIPEA (500 mL, 2.87 mmol) in DMF (6 mL) was stirred at 25° C. for 30 min. The reaction mixture was then concentrated in vacuo to a solid and then purified by flash chromatography (0 to 5% MeOH:EtOAc) to yield 74.5 mg (11%) of the title compound. 1H NMR (400 MHz, DMSO-d6): δ 7.98 (s, 1H), 7.59 (s, 1H), 4.17 (tt, J=10.36, 5.05 Hz, 1H), 3.3...